Task: describe an organic reaction: reactants, conditions, products, and yield. Dataset: the Open Reaction Database (ORD), a public repository of structured organic reaction records Procedure details: In the manner given in Example 2, a solution of hydrazine hydrate in ethanol is reated at 65° C. with 8-bromo-1-[(phthalimidooxy)methyl]-6-(2-pyridyl)-4H-s-triazolo[4,3-a][1,4]benzodiazepine to give 1-(aminooxy)methyl]-8-bromo-6-(2pyridyl)-4H-s-triazolo[4,3-a][1,4]benzodiazepine. RXN SMILES: O.NN.[Br:4][C:5]1[CH:6]=[CH:7][C:8]2[N:14]3[C:15](CON4C(=O)C5=CC=CC=C5C4=O)=[N:16][N:17]=[C:13]3[CH2:12][N:11]=[C:10]([C:31]3[CH:36]=[CH:35][CH:34]=[CH:33][N:32]=3)[C:9]=2[CH:37]=1>C(O)C>[Br:4][C:5]1[CH:6]=[CH:7][C:8]2[N:14]3[CH:15]=[N:16][N:17]=[C:13]3[CH2:12][N:11]=[C:10]([C:31]3[CH:36]=[CH:35][CH:34]=[CH:33][N:32]=3)[C:9]=2[CH:37]=1 |f:0.1|. Starting materials: O.NN (hydrazine hydrate), BrC=1C=CC2=C(C(=NCC=3N2C(=NN3)CON3C(C=2C(C3=O)=CC=CC2)=O)C2=NC=CC=C2)C1 (8-bromo-1-[(phthalimidooxy)methyl]-6-(2-pyridyl)-4H-s-triazolo[4,3-a][1,4]benzodiazepine). The product is BrC=1C=CC2=C(C(=NCC=3N2C=NN3)C3=NC=CC=C3)C1 (8-bromo-6-(2pyridyl)-4H-s-triazolo[4,3-a][1,4]benzodiazepine). Run in C(C)O (ethanol).